Task: describe an organic reaction: reactants, conditions, products, and yield. Dataset: the Open Reaction Database (ORD), a public repository of structured organic reaction records Starting materials: 10b, C1CCNC2CCC3C(=C12)C=CC=C3 (octahydrobenzo[f]quinoline), CO (MeOH). The product is OC1=CC=CC=2[C@H]3CCCN([C@H]3CCC21)CCC2=CC=CC=C2 (cis-(−)-7-Hydroxy-4-Phenethyl-1,2,3,4,4a,5,6,10b-Octahydrobenzo[f]Quinoline). Yield: 46.0%. As a reaction SMILES: [CH2:1]1[C:10]2[CH:5]([CH2:6][CH2:7][CH:8]3C=[CH:13][CH:12]=[CH:11][C:9]3=2)[NH:4][CH2:3][CH2:2]1.[CH3:15][OH:16]>>[OH:16][C:15]1[C:8]2[CH2:7][CH2:6][C@H:5]3[C@H:10]([CH2:1][CH2:2][CH2:3][N:4]3[CH2:12][CH2:11][C:9]3[CH:10]=[CH:5][CH:6]=[CH:7][CH:8]=3)[C:9]=2[CH:11]=[CH:12][CH:13]=1. Procedure details: Cis-(−)-7-hydroxy4-phenethyl-1,2,3,4,4a,5,6, 10b)-octahydrobenzo[f]quinoline (hereinafter, “cis-(−)-25”) was prepared in 46% yield from 34 mg (0.11 mmole) of cis-(−-24 by the method described for trans-9 in Example 3. The melting point observed was 196° C. and [α]D (20° C.) was −6.0 (c 0.20, MeOH). Starting materials: OBO, COC(=O)c1ccc2c(C3CCCCC3)c(Br)n(CC(=O)OC(C)(C)C)c2c1, O=C([O-])[O-], O=Cc1ccoc1B(O)O, [Na+], [Na+], C1COCCO1, Cl[Pd]Cl, c1ccc(P(c2ccccc2)c2ccccc2)cc1, c1ccc(P(c2ccccc2)c2ccccc2)cc1. Yields the product COC(=O)c1ccc2c(C3CCCCC3)c(-c3occc3C=O)n(CC(=O)OC(C)(C)C)c2c1. As a reaction SMILES: [BH:45]([OH:46])[OH:47].[Br:1][c:2]1[n:3]([CH2:21][C:22](=[O:23])[O:24][C:25]([CH3:26])([CH3:27])[CH3:28])[c:4]2[cH:5][c:6]([C:17](=[O:18])[O:19][CH3:20])[cH:7][cH:8][c:9]2[c:10]1[CH:11]1[CH2:12][CH2:13][CH2:14][CH2:15][CH2:16]1.[C:29](=[O:30])([O-:31])[O-:32].[CH:35](=[O:36])[c:37]1[c:38]([B:42]([OH:43])[OH:44])[o:39][cH:40][cH:41]1.[Na+:33].[Na+:34].[O:48]1[CH2:49][CH2:50][O:51][CH2:52][CH2:53]1.[Pd:54]([Cl:55])[Cl:56].[c:57]1([P:58]([c:59]2[cH:60][cH:61][cH:62][cH:63][cH:64]2)[c:65]2[cH:66][cH:67][cH:68][cH:69][cH:70]2)[cH:71][cH:72][cH:73][cH:74][cH:75]1.[c:76]1([P:77]([c:78]2[cH:79][cH:80][cH:81][cH:82][cH:83]2)[c:84]2[cH:85][cH:86][cH:87][cH:88][cH:89]2)[cH:90][cH:91][cH:92][cH:93][cH:94]1>>[c:2]1(-[c:38]2[c:37]([CH:35]=[O:36])[cH:41][cH:40][o:39]2)[n:3]([CH2:21][C:22](=[O:23])[O:24][C:25]([CH3:26])([CH3:27])[CH3:28])[c:4]2[cH:5][c:6]([C:17](=[O:18])[O:19][CH3:20])[cH:7][cH:8][c:9]2[c:10]1[CH:11]1[CH2:12][CH2:13][CH2:14][CH2:15][CH2:16]1. Starting materials: CC1=C(C=C(C=C1)C)O (2,5-Dimethylphenol), ClC1=C(C=C(C#N)C=C1)[N+](=O)[O-] (4-chloro-3-nitrobenzonitrile), C(=O)([O-])[O-].[K+].[K+] (K2CO3). Run in C1CCOC1 (THF). Yields the product CC1=C(OC2=C(C=C(C#N)C=C2)[N+](=O)[O-])C=C(C=C1)C (4-(2,5-Dimethylphenoxy)-3-nitrobenzonitrile). The yield is 84.8%. Reaction SMILES: [CH3:1][C:2]1[CH:7]=[CH:6][C:5]([CH3:8])=[CH:4][C:3]=1[OH:9].Cl[C:11]1[CH:18]=[CH:17][C:14]([C:15]#[N:16])=[CH:13][C:12]=1[N+:19]([O-:21])=[O:20].C([O-])([O-])=O.[K+].[K+]>C1COCC1>[CH3:1][C:2]1[CH:7]=[CH:6][C:5]([CH3:8])=[CH:4][C:3]=1[O:9][C:11]1[CH:18]=[CH:17][C:14]([C:15]#[N:16])=[CH:13][C:12]=1[N+:19]([O-:21])=[O:20] |f:2.3.4|. Reported procedure: 2,5-Dimethylphenol (6.99 g, 57.20 mmol) and 4-chloro-3-nitrobenzonitrile (8.00 g, 43.96 mmol) were combined with K2CO3 (30.40 g, 220.00 mmol) in THF (100 mL). The reaction mixture was heated to reflux for 48 hrs and then the solid was filtered through a bed of Celite. After rinsing the residue with copious amounts of EtOAc, the filtrate was washed sequentially with NaHCO3, water, and brine, dried over anhydrous MgSO4, and filtrated. The filtrate was concentrated in vacuo to produce compound 30 a... Reactants: C(C)(C)(C)OC(=O)N1[C@H](CC(C1)CC(=O)O)[C@@H]1[C@@H](N(C(O1)(C)C)C(C)=O)CC1=CC(=CC(=C1)F)F ((R)-2-[(4S,5S)-3-Acetyl-4-(3,5-difluoro-benzyl)-2,2-dimethyl-oxazolidin-5-yl]-4-carboxymethyl-pyrrolidine-1-carboxylic acid tert-butyl ester), Cl (HCl). Conditions: time 8 hour. Product: Cl.C(C)(=O)N[C@H]([C@H](O)C1C[C@@H](CN1)CC(=O)O)CC1=CC(=CC(=C1)F)F ({(R)-5-[(1R,2S)-2-Acetylamino-3-(3,5-difluoro-phenyl)-1-hydroxy-propyl]-pyrrolidin-3-yl}-acetic acid hydrochloride). Isolated yield 105.9%. As a reaction SMILES: C(OC([N:8]1[CH2:12][CH:11]([CH2:13][C:14]([OH:16])=[O:15])[CH2:10][C@@H:9]1[C@H:17]1[O:21]C(C)(C)[N:19]([C:24](=[O:26])[CH3:25])[C@H:18]1[CH2:27][C:28]1[CH:33]=[C:32]([F:34])[CH:31]=[C:30]([F:35])[CH:29]=1)=O)(C)(C)C.[ClH:36]>>[ClH:36].[C:24]([NH:19][C@@H:18]([CH2:27][C:28]1[CH:29]=[C:30]([F:35])[CH:31]=[C:32]([F:34])[CH:33]=1)[C@@H:17]([CH:9]1[NH:8][CH2:12][C@@H:11]([CH2:13][C:14]([OH:16])=[O:15])[CH2:10]1)[OH:21])(=[O:26])[CH3:25] |f:2.3|. Procedure: Combine (R)-2-[(4S,5S)-3-Acetyl-4-(3,5-difluoro-benzyl)-2,2-dimethyl-oxazolidin-5-yl]-4-carboxymethyl-pyrrolidine-1-carboxylic acid tert-butyl ester (0.05 g, 0.101 mmol) and HCl (4M in dioxane, 1.88 mL, 7.55 mmol). Stir overnight. Concentrate under reduced pressure to provide the title compound (0.042 g, 92%).